This data is from the Open Reaction Database (ORD), a public repository of structured organic reaction records. The task is: describe an organic reaction: reactants, conditions, products, and yield The reactants are CCOC(=S)Sc1ccc(Cl)c(OC)c1, CCO, [Na+], [OH-]. The product is COc1cc(S)ccc1Cl. As a reaction SMILES: [C:1]([S:2][c:3]1[cH:4][c:5]([O:10][CH3:11])[c:6]([Cl:9])[cH:7][cH:8]1)(=[S:12])[O:13][CH2:14][CH3:15].[CH3:18][CH2:19][OH:20].[Na+:17].[OH-:16]>>[SH:2][c:3]1[cH:4][c:5]([O:10][CH3:11])[c:6]([Cl:9])[cH:7][cH:8]1.